This data is from the Open Reaction Database (ORD), a public repository of structured organic reaction records. The task is: describe an organic reaction: reactants, conditions, products, and yield Reaction SMILES: [Cl:1][c:2]1[cH:3][cH:4][c:5](-[c:8]2[cH:9][cH:10][c:11]([O:12][C:13]([C:14](=[O:15])[OH:16])([C:17]([F:18])([F:19])[F:20])[CH3:21])[cH:22][cH:23]2)[cH:6][cH:7]1.[N+:24](=[N-:25])=[CH2:26]>>[Cl:1][c:2]1[cH:3][cH:4][c:5](-[c:8]2[cH:9][cH:10][c:11]([O:12][C:13]([C:14](=[O:15])[O:16][CH3:26])([C:17]([F:18])([F:19])[F:20])[CH3:21])[cH:22][cH:23]2)[cH:6][cH:7]1. Reactants: CC(Oc1ccc(-c2ccc(Cl)cc2)cc1)(C(=O)O)C(F)(F)F, C=[N+]=[N-]. The product is COC(=O)C(C)(Oc1ccc(-c2ccc(Cl)cc2)cc1)C(F)(F)F. Reactants: NC=1SC(=NN1)CC (2-amino-5-ethyl-1,3,4-thiadiazole), BrCC1=CC=C(C=C1)C1=C(C=CC=C1)C#N (4'-bromomethyl-2-cyanobiphenyl). Run in C(C)O (ethanol). Yields the product Br.C(C)C1=NN(C(S1)=N)CC1=CC=C(C=C1)C1=C(C=CC=C1)C#N (5-ethyl-2-imino-3-(2'-cyanobiphenyl-4-yl)methyl-1,3,4-thiadiazoline.hydrobromide). Yield: 132.5%. RXN SMILES: [NH2:1][C:2]1[S:3][C:4]([CH2:7][CH3:8])=[N:5][N:6]=1.[Br:9][CH2:10][C:11]1[CH:16]=[CH:15][C:14]([C:17]2[CH:22]=[CH:21][CH:20]=[CH:19][C:18]=2[C:23]#[N:24])=[CH:13][CH:12]=1>C(O)C>[BrH:9].[CH2:7]([C:4]1[S:3][C:2](=[NH:1])[N:6]([CH2:10][C:11]2[CH:12]=[CH:13][C:14]([C:17]3[CH:22]=[CH:21][CH:20]=[CH:19][C:18]=3[C:23]#[N:24])=[CH:15][CH:16]=2)[N:5]=1)[CH3:8] |f:3.4|. Procedure: To 10 ml of ethanol, 2.7 g of 2-amino-5-ethyl-1,3,4-thiadiazole and 1.3 g of 4'-bromomethyl-2-cyanobiphenyl were added, followed by heating under reflux for 3 hours. After the reaction mixture was cooled, crystals so precipitated were collected by filtration, washed successively with ethanol and diethyl ether and then dried, whereby 2.54 g of the title compound was obtained. Reactants: solution, C(C)(C)[N-]C(C)C.[Li+] (lithium diisopropylamide), C(CC)C1CCC(CC1)C(=O)OC1(CCC(CC1)C1CCC(CC1)CCC)C#C (4-ethynyl-4′-propylbicyclohexyl-4-yl 4-propylcyclohexanecarboxylate), C1(=CC=C(C=C1)S(=O)(=O)C#N)C (p-toluenesulfonyl cyanide). Solvent: C1CCOC1 (THF), C1CCOC1 (THF), C1CCOC1 (THF). Reaction conditions: time 15 minute. The product is C(CC)C1CCC(CC1)C(=O)OC1(CCC(CC1)C1CCC(CC1)CCC)C#CC#N (4-cyanoethynyl-4′-propylbicyclohexyl-4-yl 4-propylcyclohexanecarboxylate), ( 58 ). RXN SMILES: [CH:1]([N-:4]C(C)C)(C)C.[Li+].[CH2:9]([CH:12]1[CH2:17][CH2:16][CH:15]([C:18]([O:20][C:21]2([C:36]#[CH:37])[CH2:26][CH2:25][CH:24]([CH:27]3[CH2:32][CH2:31][CH:30]([CH2:33][CH2:34][CH3:35])[CH2:29][CH2:28]3)[CH2:23][CH2:22]2)=[O:19])[CH2:14][CH2:13]1)[CH2:10][CH3:11].C1(C)C=CC(S(C#N)(=O)=O)=CC=1>C1COCC1>[CH2:9]([CH:12]1[CH2:13][CH2:14][CH:15]([C:18]([O:20][C:21]2([C:36]#[C:37][C:1]#[N:4])[CH2:26][CH2:25][CH:24]([CH:27]3[CH2:28][CH2:29][CH:30]([CH2:33][CH2:34][CH3:35])[CH2:31][CH2:32]3)[CH2:23][CH2:22]2)=[O:19])[CH2:16][CH2:17]1)[CH2:10][CH3:11] |f:0.1|. Procedure: 5.10 ml of a 26% solution of lithium diisopropylamide in THF are added dropwise at −70° C. to 4.00 g of 4-ethynyl-4′-propylbicyclohexyl-4-yl 4-propylcyclohexanecarboxylate in 30 ml of THF, and the mixture is stirred for 15 minutes. A solution of 1.89 g of p-toluenesulfonyl cyanide in 10 ml of THF is subsequently added dropwise to the reaction solution at this temperature, and the cooling is removed. Conventional work-up gives 4-cyanoethynyl-4′-propylbicyclohexyl-4-yl 4-propylcyclohexanecarboxyla... Reactants: N#Cc1nn(-c2c(Cl)cc(C(F)(F)F)cc2Cl)cc1C=O, CO, Cl, NO, C1CCOC1, O. Yields the product N#Cc1nn(-c2c(Cl)cc(C(F)(F)F)cc2Cl)cc1C=NO. As a reaction SMILES: [C:1](#[N:2])[c:3]1[n:4][n:5](-[c:10]2[c:11]([Cl:21])[cH:12][c:13]([C:17]([F:18])([F:19])[F:20])[cH:14][c:15]2[Cl:16])[cH:6][c:7]1[CH:8]=[O:9].[CH3:30][OH:31].[ClH:22].[NH2:23][OH:24].[O:25]1[CH2:26][CH2:27][CH2:28][CH2:29]1.[OH2:32]>>[C:1](#[N:2])[c:3]1[n:4][n:5](-[c:10]2[c:11]([Cl:21])[cH:12][c:13]([C:17]([F:18])([F:19])[F:20])[cH:14][c:15]2[Cl:16])[cH:6][c:7]1[CH:8]=[N:23][OH:24]. Reactants: [BH4-], CO, CCOC(C)=O, O=C1CCC2C3CCc4cc(OC5CCCCO5)ccc4C3C(F)CC12CCCCCCCCCCSCCCC(F)(F)C(F)(F)F, [Na+], C1CCOC1, O. Yields the product OC1CCC2C3CCc4cc(OC5CCCCO5)ccc4C3C(F)CC12CCCCCCCCCCSCCCC(F)(F)C(F)(F)F. Reaction SMILES: [BH4-:54].[CH3:56][OH:57].[CH3:58][CH2:59][O:60][C:61](=[O:62])[CH3:63].[F:1][CH:2]1[CH:3]2[c:4]3[cH:5][cH:6][c:7]([O:41][CH:42]4[O:43][CH2:44][CH2:45][CH2:46][CH2:47]4)[cH:8][c:9]3[CH2:10][CH2:11][CH:12]2[CH:13]2[CH2:14][CH2:15][C:16](=[O:40])[C:17]2([CH2:18][CH2:19][CH2:20][CH2:21][CH2:22][CH2:23][CH2:24][CH2:25][CH2:26][CH2:27][S:28][CH2:29][CH2:30][CH2:31][C:32]([C:33]([F:34])([F:35])[F:36])([F:37])[F:38])[CH2:39]1.[Na+:55].[O:48]1[CH2:49][CH2:50][CH2:51][CH2:52]1.[OH2:53]>>[F:1][CH:2]1[CH:3]2[c:4]3[cH:5][cH:6][c:7]([O:41][CH:42]4[O:43][CH2:44][CH2:45][CH2:46][CH2:47]4)[cH:8][c:9]3[CH2:10][CH2:11][CH:12]2[CH:13]2[CH2:14][CH2:15][CH:16]([OH:40])[C:17]2([CH2:18][CH2:19][CH2:20][CH2:21][CH2:22][CH2:23][CH2:24][CH2:25][CH2:26][CH2:27][S:28][CH2:29][CH2:30][CH2:31][C:32]([C:33]([F:34])([F:35])[F:36])([F:37])[F:38])[CH2:39]1.